The task is: describe an organic reaction: reactants, conditions, products, and yield. This data is from the Open Reaction Database (ORD), a public repository of structured organic reaction records. Starting materials: C(CCC)N1C(OC2(C1(C)O)CCNCC2)=O (3-butyl-4-hydroxy-4-methyl-2-oxo-1-oxa-3,8-diazaspiro[4,5]decane), ClC1=CC=C(C=C1)C(=CCCBr)C1=CC=C(C=C1)Cl (4,4-bis(4-chlorophenyl)-3-butenyl bromide), C([O-])([O-])=O.[K+].[K+] (potassium carbonate), [I-].[K+] (potassium iodide). Run in C(C(C)C)C(=O)C (methyl isobutyl ketone), CCOCC (ether). Run at time 6 hour. Yields the product Cl.ClC1=CC=C(C=C1)C(=CCCN1CCC2(C(N(C(O2)=O)CCCC)(C)O)CC1)C1=CC=C(C=C1)Cl (8-[4,4-bis(4-chlorophenyl)-3-butenyl]-3-butyl-4-hydroxy-4-methyl-2-oxo-1-oxa-3,8-diazaspiro[4,5]decane hydrochloride). Isolated yield 79.3%. RXN SMILES: [CH2:1]([N:5]1[C:9]([OH:11])([CH3:10])[C:8]2([CH2:16][CH2:15][NH:14][CH2:13][CH2:12]2)[O:7][C:6]1=[O:17])[CH2:2][CH2:3][CH3:4].[Cl:18][C:19]1[CH:24]=[CH:23][C:22]([C:25]([C:30]2[CH:35]=[CH:34][C:33]([Cl:36])=[CH:32][CH:31]=2)=[CH:26][CH2:27][CH2:28]Br)=[CH:21][CH:20]=1.C(=O)([O-])[O-].[K+].[K+].[I-].[K+]>C(C(C)=O)C(C)C.CCOCC>[ClH:18].[Cl:18][C:19]1[CH:20]=[CH:21][C:22]([C:25]([C:30]2[CH:31]=[CH:32][C:33]([Cl:36])=[CH:34][CH:35]=2)=[CH:26][CH2:27][CH2:28][N:14]2[CH2:13][CH2:12][C:8]3([O:7][C:6](=[O:17])[N:5]([CH2:1][CH2:2][CH2:3][CH3:4])[C:9]3([OH:11])[CH3:10])[CH2:16][CH2:15]2)=[CH:23][CH:24]=1 |f:2.3.4,5.6,9.10|. Procedure details: A mixture containing 7.27 g of 3-butyl-4-hydroxy-4-methyl-2-oxo-1-oxa-3,8-diazaspiro[4,5]decane, 12.89 g of 4,4-bis(4-chlorophenyl)-3-butenyl bromide, 4.98 g of anhydrous potassium carbonate and 0.6 g of potassium iodide in 73 ml of methyl isobutyl ketone is gently refluxed under argon while stirring for 6 hours. After cooling down, the inorganic salts are filtered off, washed with methyl isobutyl ketone, the filtrate is washed with water to neutral, dried over anhydrous magnesium sulfate and th... The reactants are Cn1nc(Cl)cc(Br)c1=O, O=C([O-])[O-], ClCCl, [Cs+], [Cs+], CC(C)(C)OC(=O)N1CC2(C1)CN(c1ccc(N)nc1)C2, [Na+], [Na+], O=S(=O)([O-])[O-], C1COCCO1, O=C(C=Cc1ccccc1)C=Cc1ccccc1, O=C(C=Cc1ccccc1)C=Cc1ccccc1, O=C(C=Cc1ccccc1)C=Cc1ccccc1, [Pd], [Pd]. Yields the product Cn1nc(Cl)cc(Nc2ccc(N3CC4(CN(C(=O)OC(C)(C)C)C4)C3)cn2)c1=O. As a reaction SMILES: [Br:22][c:23]1[c:24](=[O:31])[n:25]([CH3:30])[n:26][c:27]([Cl:29])[cH:28]1.[C:32](=[O:33])([O-:34])[O-:35].[Cl:44][CH2:45][Cl:46].[Cs+:36].[Cs+:37].[NH2:1][c:2]1[cH:3][cH:4][c:5]([N:8]2[CH2:9][C:10]3([CH2:11][N:12]([C:14](=[O:15])[O:16][C:17]([CH3:18])([CH3:19])[CH3:20])[CH2:13]3)[CH2:21]2)[cH:6][n:7]1.[Na+:47].[Na+:48].[O-:49][S:50]([O-:51])(=[O:52])=[O:53].[O:38]1[CH2:39][CH2:40][O:41][CH2:42][CH2:43]1.[O:56]=[C:57]([CH:58]=[CH:59][c:60]1[cH:61][cH:62][cH:63][cH:64][cH:65]1)[CH:66]=[CH:67][c:68]1[cH:69][cH:70][cH:71][cH:72][cH:73]1.[O:74]=[C:75]([CH:76]=[CH:77][c:78]1[cH:79][cH:80][cH:81][cH:82][cH:83]1)[CH:84]=[CH:85][c:86]1[cH:87][cH:88][cH:89][cH:90][cH:91]1.[O:92]=[C:93]([CH:94]=[CH:95][c:96]1[cH:97][cH:98][cH:99][cH:100][cH:101]1)[CH:102]=[CH:103][c:104]1[cH:105][cH:106][cH:107][cH:108][cH:109]1.[Pd:54].[Pd:55]>>[NH:1]([c:2]1[cH:3][cH:4][c:5]([N:8]2[CH2:9][C:10]3([CH2:11][N:12]([C:14](=[O:15])[O:16][C:17]([CH3:18])([CH3:19])[CH3:20])[CH2:13]3)[CH2:21]2)[cH:6][n:7]1)[c:23]1[c:24](=[O:31])[n:25]([CH3:30])[n:26][c:27]([Cl:29])[cH:28]1.